Dataset: the Open Reaction Database (ORD), a public repository of structured organic reaction records. Task: describe an organic reaction: reactants, conditions, products, and yield Reactants: COc1ccc(CN2C(=O)C(NC(=O)Cc3ccccc3)C2CO)c(OC)c1, CC(O)C(=O)O, CCOC(C)=O, C1CCOC1, Cc1ccc(S(=O)(=O)Cl)cc1, c1ccncc1. The product is COc1ccc(CN2C(=O)C(NC(=O)Cc3ccccc3)C2COS(=O)(=O)c2ccc(C)cc2)c(OC)c1. As a reaction SMILES: [CH3:1][O:2][c:3]1[c:4]([CH2:5][N:6]2[C:7](=[O:22])[CH:8]([NH:12][C:13]([CH2:14][c:15]3[cH:16][cH:17][cH:18][cH:19][cH:20]3)=[O:21])[CH:9]2[CH2:10][OH:11])[cH:23][cH:24][c:25]([O:27][CH3:28])[cH:26]1.[CH3:40][CH:41]([C:42](=[O:43])[OH:44])[OH:45].[CH3:52][CH2:53][O:54][C:55](=[O:56])[CH3:57].[O:58]1[CH2:59][CH2:60][CH2:61][CH2:62]1.[c:29]1([CH3:39])[cH:30][cH:31][c:32]([S:35](=[O:36])(=[O:37])[Cl:38])[cH:33][cH:34]1.[cH:46]1[cH:47][cH:48][n:49][cH:50][cH:51]1>>[CH3:1][O:2][c:3]1[c:4]([CH2:5][N:6]2[C:7](=[O:22])[CH:8]([NH:12][C:13]([CH2:14][c:15]3[cH:16][cH:17][cH:18][cH:19][cH:20]3)=[O:21])[CH:9]2[CH2:10][O:11][S:35]([c:32]2[cH:31][cH:30][c:29]([CH3:39])[cH:34][cH:33]2)(=[O:36])=[O:37])[cH:23][cH:24][c:25]([O:27][CH3:28])[cH:26]1.